The task is: describe an organic reaction: reactants, conditions, products, and yield. This data is from the Open Reaction Database (ORD), a public repository of structured organic reaction records. Reactants: ClC1=CC(=C(CN2N=CC3=CC(=CC=C23)\C=C/2\C(N(C(S2)=O)[C@@H]2CNC[C@H]2F)=O)C=C1)C(F)(F)F ((5Z)-5-({1-[4-chloro-2-(trifluoromethyl)benzyl]-1H-indazol-5-yl}methylidene)-3-[(trans)-4-fluoropyrrolidin-3-yl]-1,3-thiazolidine-2,4-dione), C(C)=O (acetaldehyde). Yields the product ClC1=CC(=C(CN2N=CC3=CC(=CC=C23)\C=C/2\C(N(C(S2)=O)[C@@H]2CN(C[C@H]2F)CC)=O)C=C1)C(F)(F)F ((5Z)-5-({1-[4-Chloro-2-(trifluoromethyl)benzyl]-1H-indazol-5-yl}methylidene)-3-[(trans)-1-ethyl-4-fluoropyrrolidin-3-yl]-1,3-thiazolidine-2,4-dione). Reaction SMILES: [Cl:1][C:2]1[CH:31]=[CH:30][C:5]([CH2:6][N:7]2[C:15]3[C:10](=[CH:11][C:12](/[CH:16]=[C:17]4/[C:18](=[O:29])[N:19]([C@H:23]5[C@H:27]([F:28])[CH2:26][NH:25][CH2:24]5)[C:20](=[O:22])[S:21]/4)=[CH:13][CH:14]=3)[CH:9]=[N:8]2)=[C:4]([C:32]([F:35])([F:34])[F:33])[CH:3]=1.[CH:36](=O)[CH3:37]>>[Cl:1][C:2]1[CH:31]=[CH:30][C:5]([CH2:6][N:7]2[C:15]3[C:10](=[CH:11][C:12](/[CH:16]=[C:17]4/[C:18](=[O:29])[N:19]([C@H:23]5[C@H:27]([F:28])[CH2:26][N:25]([CH2:36][CH3:37])[CH2:24]5)[C:20](=[O:22])[S:21]/4)=[CH:13][CH:14]=3)[CH:9]=[N:8]2)=[C:4]([C:32]([F:34])([F:35])[F:33])[CH:3]=1. Procedure: (5Z)-5-({1-[4-Chloro-2-(trifluoromethyl)benzyl]-1H-indazol-5-yl}methylidene)-3-[(trans)-1-ethyl-4-fluoropyrrolidin-3-yl]-1,3-thiazolidine-2,4-dione was prepared from (5Z)-5-({1-[4-chloro-2-(trifluoromethyl)benzyl]-1H-indazol-5-yl}methylidene)-3-[(trans)-4-fluoropyrrolidin-3-yl]-1,3-thiazolidine-2,4-dione (Example 317) and acetaldehyde (in place of formaldehyde) following General Procedure R2. The reactants are CCN=C=NCCCN(C)C.Cl (EDCI hydrochloride), C1(CC1)COC1=C(C=CC=C1OC)/C=C/C=1N=C2SC=CN2C1C(=O)O (6-{(E)-2-[2-(Cyclopropylmethoxy)-3-methoxyphenyl]vinyl}imidazo[2,1-b][1,3]thiazole-5-carboxylic acid), FC(OC1=CC=C(N)C=C1)(F)F (4-(trifluoromethoxy)aniline). The reagents and catalysts are CN(C)C=1C=CN=CC1 (DMAP). Solvent: C(Cl)Cl (DCM), CN(C)C=O (DMF). Product: C1(CC1)COC1=C(C=CC=C1OC)/C=C/C=1N=C2SC=CN2C1C(=O)NC1=CC=C(C=C1)OC(F)(F)F (6-[(E)-2-(2-Cyclopropylmethoxy-3-methoxyphenyl)vinyl]-N-[4-(trifluoromethoxy)phenyl]imidazo[2,1-b][1,3]thiazole-5-carboxamide), product. RXN SMILES: [CH:1]1([CH2:4][O:5][C:6]2[C:11]([O:12][CH3:13])=[CH:10][CH:9]=[CH:8][C:7]=2/[CH:14]=[CH:15]/[C:16]2[N:17]=[C:18]3[N:22]([C:23]=2[C:24]([OH:26])=O)[CH:21]=[CH:20][S:19]3)[CH2:3][CH2:2]1.[F:27][C:28]([F:38])([F:37])[O:29][C:30]1[CH:36]=[CH:35][C:33]([NH2:34])=[CH:32][CH:31]=1.CCN=C=NCCCN(C)C.Cl>CN(C1C=CN=CC=1)C.C(Cl)Cl.CN(C=O)C>[CH:1]1([CH2:4][O:5][C:6]2[C:11]([O:12][CH3:13])=[CH:10][CH:9]=[CH:8][C:7]=2/[CH:14]=[CH:15]/[C:16]2[N:17]=[C:18]3[N:22]([C:23]=2[C:24]([NH:34][C:33]2[CH:35]=[CH:36][C:30]([O:29][C:28]([F:27])([F:37])[F:38])=[CH:31][CH:32]=2)=[O:26])[CH:21]=[CH:20][S:19]3)[CH2:3][CH2:2]1 |f:2.3|. Procedure: The title compound was prepared according to the general procedure (Method B) by coupling Intermediate 1 (95 mg, 0.256 mmol) with 4-(trifluoromethoxy)aniline (54 mg, 0.307 mmol) in the presence of EDCI hydrochloride (98 mg, 0.512 mmol) and DMAP (47 mg, 0.384 mmol) in a mixture of DCM and DMF (4:1, 5 mL) to give 68 mg of the product as an off-white solid; 1H NMR (300 MHz, DMSO-d6) δ 0.23-0.26 (m, 2H), 0.43-0.47 (m, 2H), 1.13-1.15 (m, 1H), 3.73 (d, J=6.6 Hz, 2H), 3.78 (s, 3H), 6.92-6.96 (m, 1H), 7... Starting materials: O=C1CCC(=O)N1Br, Cc1nc2c(N)cccc2o1, CN(C)C=O, O. The product is Cc1nc2c(N)ccc(Br)c2o1. As a reaction SMILES: [Br:12][N:13]1[C:14](=[O:15])[CH2:16][CH2:17][C:18]1=[O:19].[NH2:1][c:2]1[cH:3][cH:4][cH:5][c:6]2[c:7]1[n:8][c:9]([CH3:11])[o:10]2.[O:21]=[CH:22][N:23]([CH3:24])[CH3:25].[OH2:20]>>[NH2:1][c:2]1[cH:3][cH:4][c:5]([Br:12])[c:6]2[c:7]1[n:8][c:9]([CH3:11])[o:10]2. Starting materials: O.CO (water methanol), [OH-].[K+] (potassium hydroxide), C(CC(=O)C)(=O)OC (methyl acetoacetate), NC1=C(N)C=CC=C1[N+](=O)[O-] (2-amino-3-nitroaniline). Run in C=1(C(=CC=CC1)C)C (xylene). Yields the product C(=C)(C)N1C(NC2=C1C(=CC=C2)[N+](=O)[O-])=O (3-Isopropenyl-4-nitro-2(3H)-benzimidazolone). As a reaction SMILES: [OH-:1].[K+].C(OC)(=O)[CH2:4][C:5]([CH3:7])=O.[NH2:11][C:12]1[C:18]([N+:19]([O-:21])=[O:20])=[CH:17][CH:16]=[CH:15][C:13]=1[NH2:14].O.[CH3:23]O>C1(C)C(C)=CC=CC=1>[C:5]([N:11]1[C:12]2[C:18]([N+:19]([O-:21])=[O:20])=[CH:17][CH:16]=[CH:15][C:13]=2[NH:14][C:23]1=[O:1])([CH3:7])=[CH2:4] |f:0.1,4.5|. Reported procedure: 0.3 ml of 47% potassium hydroxide and then 115 mmol of methyl acetoacetate are added to 100 mmol of 2-amino-3-nitroaniline in 50 ml of xylene brought to 120° C. The whole mixture is brought to reflux for 4 hours and the water/methanol mixture formed is removed by means of a Dean and Stark apparatus. 18 ml of 47% potassium hydroxide and 200 ml of water are then added. The aqueous phase is washed with xylene, brought to pH=6 with 12N hydrochloric acid and then extracted with ethyl acetate and the ... The reactants are CSc1nc2cccc(C#N)c2s1, Fc1cccc2nc(I)sc12. Product: N#Cc1cccc2nc(I)sc12. RXN SMILES: [CH3:1][S:2][c:3]1[s:4][c:5]2[c:6]([n:7]1)[cH:8][cH:9][cH:10][c:11]2[C:12]#[N:13].[F:14][c:15]1[c:16]2[s:17][c:18]([I:24])[n:19][c:20]2[cH:21][cH:22][cH:23]1>>[c:3]1([I:24])[s:4][c:5]2[c:6]([n:7]1)[cH:8][cH:9][cH:10][c:11]2[C:12]#[N:13]. The reactants are CC(C)CCBr, CC#N, CCCCC, CCOCC, N#Cc1c(-c2cccs2)cc[nH]c1=O. Product: CC(C)CCn1ccc(-c2cccs2)c(C#N)c1=O. RXN SMILES: [Br:15][CH2:16][CH2:17][CH:18]([CH3:19])[CH3:20].[CH3:21][C:22]#[N:23].[CH3:24][CH2:25][CH2:26][CH2:27][CH3:28].[CH3:29][CH2:30][O:31][CH2:32][CH3:33].[O:1]=[c:2]1[nH:3][cH:4][cH:5][c:6](-[c:10]2[s:11][cH:12][cH:13][cH:14]2)[c:7]1[C:8]#[N:9]>>[O:1]=[c:2]1[n:3]([CH2:16][CH2:17][CH:18]([CH3:19])[CH3:20])[cH:4][cH:5][c:6](-[c:10]2[s:11][cH:12][cH:13][cH:14]2)[c:7]1[C:8]#[N:9]. Starting materials: 2,2′-bis(diphenylphosphino)-2,2′-binaphthyl, C([O-])([O-])=O.[Cs+].[Cs+] (cesium carbonate), FC1=CC=C(C=C1)B(O)O (4-fluorophenylboronic acid), ClC=1C=C(C(=O)OC)C=CN1 (Methyl 2-chloroisonicotinate). The reagents and catalysts are C(C)(=O)[O-].[Pd+2].C(C)(=O)[O-] (palladium acetate). Solvent: C1(=CC=CC=C1)C (toluene). Reaction conditions: temperature 100 celsius, time 1 hour. Product: FC1=CC=C(C=C1)C=1C=C(C(=O)OC)C=CN1 (Methyl 2-(4-fluorophenyl)isonicotinate). Yield: 70.2%. RXN SMILES: Cl[C:2]1[CH:3]=[C:4]([CH:9]=[CH:10][N:11]=1)[C:5]([O:7][CH3:8])=[O:6].C(=O)([O-])[O-].[Cs+].[Cs+].[F:18][C:19]1[CH:24]=[CH:23][C:22](B(O)O)=[CH:21][CH:20]=1>C1(C)C=CC=CC=1.C([O-])(=O)C.[Pd+2].C([O-])(=O)C>[F:18][C:19]1[CH:24]=[CH:23][C:22]([C:2]2[CH:3]=[C:4]([CH:9]=[CH:10][N:11]=2)[C:5]([O:7][CH3:8])=[O:6])=[CH:21][CH:20]=1 |f:1.2.3,6.7.8|. Procedure details: Methyl 2-chloroisonicotinate (300 mg, 1.75 mmol) obtained in Step 1 of Reference Example 5 was dissolved in toluene (3.5 mL), and the solution was added with palladium acetate (11.8 mg, 0.0525 mmol), 2,2′-bis(diphenylphosphino)-2,2′-binaphthyl (49.1 mg, 0.0788 mmol), cesium carbonate (798 mg, 2.45 mmol) and 4-fluorophenylboronic acid (294 mg, 2.10 mmol), followed by stirring at 100° C. for 1 hour under argon atmosphere. After an insoluble matter of the reaction mixture was filtered off, the solv...